Dataset: the Open Reaction Database (ORD), a public repository of structured organic reaction records. Task: describe an organic reaction: reactants, conditions, products, and yield Reactants: C([O-])([O-])=O.[Ba+2] (barium carbonate), C([O-])([O-])=O.[Ba+2] (barium carbonate), CCCCC1C(C(CCC(CCCC(CCCC(/C(=C/C(C(CC(CC(CC(CC(CCCC/C(=C/C(C(OC1=O)C(C)C(CCCNC(=N)N)O)C)/C)O)O)O)O)O)O[C@@H]2[C@H]([C@@H]([C@H](O2)CO)O)O)/C)O)O)O)C)O.S(=O)(=O)([O-])[O-] (primycin sulfate), CO (methanol). The solvent is C(CC)(=O)O (propionic acid). Reaction conditions: time 10 minute. The product is CCCCC1C(C(CCC(CCCC(CCCC(/C(=C/C(C(CC(CC(CC(CC(CCCC/C(=C/C(C(OC1=O)C(C)C(CCCNC(=N)N)O)C)/C)O)O)O)O)O)O[C@@H]2[C@H]([C@@H]([C@H](O2)CO)O)O)/C)O)O)O)C)O.C(CC)(=O)[O-] (primycin propionate). Isolated yield 186.0%. RXN SMILES: C(=O)([O-])[O-].[Ba+2].[CH3:6][CH2:7][CH2:8][CH2:9][CH:10]1[C:45](=[O:46])[O:44][CH:43]([CH:47]([CH:49]([OH:57])[CH2:50][CH2:51][CH2:52][NH:53][C:54]([NH2:56])=[NH:55])[CH3:48])[CH:42]([CH3:58])[CH:41]=[C:40]([CH3:59])[CH2:39][CH2:38][CH2:37][CH2:36][CH:35]([OH:60])[CH2:34][CH:33]([OH:61])[CH2:32][CH:31]([OH:62])[CH2:30][CH:29]([OH:63])[CH2:28][CH:27]([OH:64])[CH:26]([O:65][C@H:66]2[O:70][C@H:69]([CH2:71][OH:72])[C@@H:68]([OH:73])[C@@H:67]2[OH:74])[CH:25]=[C:24]([CH3:75])[CH:23]([OH:76])[CH2:22][CH2:21][CH2:20][CH:19]([OH:77])[CH2:18][CH2:17][CH2:16][CH:15]([OH:78])[CH2:14][CH2:13][CH:12]([CH3:79])[CH:11]1[OH:80].S([O-])([O-])(=O)=O.CO>C(O)(=O)CC>[CH3:6][CH2:7][CH2:8][CH2:9][CH:10]1[C:45](=[O:46])[O:44][CH:43]([CH:47]([CH:49]([OH:57])[CH2:50][CH2:51][CH2:52][NH:53][C:54]([NH2:56])=[NH:55])[CH3:48])[CH:42]([CH3:58])[CH:41]=[C:40]([CH3:59])[CH2:39][CH2:38][CH2:37][CH2:36][CH:35]([OH:60])[CH2:34][CH:33]([OH:61])[CH2:32][CH:31]([OH:62])[CH2:30][CH:29]([OH:63])[CH2:28][CH:27]([OH:64])[CH:26]([O:65][C@H:66]2[O:70][C@H:69]([CH2:71][OH:72])[C@@H:68]([OH:73])[C@@H:67]2[OH:74])[CH:25]=[C:24]([CH3:75])[CH:23]([OH:76])[CH2:22][CH2:21][CH2:20][CH:19]([OH:77])[CH2:18][CH2:17][CH2:16][CH:15]([OH:78])[CH2:14][CH2:13][CH:12]([CH3:79])[CH:11]1[OH:80].[C:45]([O-:46])(=[O:44])[CH2:10][CH3:9] |f:0.1,2.3,6.7|. Reported procedure: 0.088 g (0.446 millimoles) of barium carbonate are stirred in 5 ml propionic acid at 100° C. until all the barium carbonate is dissolved. The colorless solution is evaporated in vacuo. The residue is dissolved in 10 ml of methanol whereupon the solution is poured into a suspension of 1.0 g (0.887 millimoles) of primycin sulfate and 60 ml of methanol. The suspension is heated to boiling for 10 minutes under constant stirring. The precipitated barium sulfate is filtered hot over a Celite filtratio... The reactants are [H-].[Na+] (sodium hydride), Cl.CN(C)CCCl (dimethylaminoethyl chloride hydrochloride salt), ClC1=CC=C(C=C1)C1=C(C(=CC=C1)O)CN1CCN(CC1)C(=O)OC(C)(C)C (tert-butyl 4-((4′-chloro-3-hydroxybiphenyl-2-yl)methyl)piperazine-1-carboxylate), [H-].[Na+] (sodium hydride), Cl.CN(C)CCCl (dimethylaminoethyl chloride hydrochloride salt). The solvent is C(C)(=O)OCC (ethyl acetate), CN(C=O)C (N,N-dimethylformamide). Conditions: time 30 minute. Product: ClC1=CC=C(C=C1)C1=C(C(=CC=C1)OCCN(C)C)CN1CCN(CC1)C(=O)OC(C)(C)C (tert-butyl 4-((4′-chloro-3-(2-(dimethylamino)ethoxy)biphenyl-2-yl)methyl)piperazine-1-carboxylate). RXN SMILES: [Cl:1][C:2]1[CH:7]=[CH:6][C:5]([C:8]2[CH:13]=[CH:12][CH:11]=[C:10]([OH:14])[C:9]=2[CH2:15][N:16]2[CH2:21][CH2:20][N:19]([C:22]([O:24][C:25]([CH3:28])([CH3:27])[CH3:26])=[O:23])[CH2:18][CH2:17]2)=[CH:4][CH:3]=1.[H-].[Na+].Cl.[CH3:32][N:33]([CH2:35][CH2:36]Cl)[CH3:34]>CN(C)C=O.C(OCC)(=O)C>[Cl:1][C:2]1[CH:7]=[CH:6][C:5]([C:8]2[CH:13]=[CH:12][CH:11]=[C:10]([O:14][CH2:36][CH2:35][N:33]([CH3:34])[CH3:32])[C:9]=2[CH2:15][N:16]2[CH2:17][CH2:18][N:19]([C:22]([O:24][C:25]([CH3:28])([CH3:27])[CH3:26])=[O:23])[CH2:20][CH2:21]2)=[CH:4][CH:3]=1 |f:1.2,3.4|. Procedure details: To a mixture of EXAMPLE 199A (1.5 g) in N,N-dimethylformamide (20 ml) was added 60% sodium hydride (0.596 g). The mixture was stirred at room temperature for 30 minutes and dimethylaminoethyl chloride hydrochloride salt (1.073 g) was added. After the resulting mixture was stirred overnight, additional 60% sodium hydride (0.596 g) and dimethylaminoethyl chloride hydrochloride salt (1.073 g) were added. The reaction mixture was further stirred overnight, diluted with ethyl acetate and washed with ... Starting materials: resultant solution, CC1=NC=CC(=C1)C1=CC=C(C(=O)O)C=C1 (4-(2-Methyl-4-pyridyl)benzoic acid), BrC=1C=C2C=CC(=CC2=CC1)S(=O)(=O)N1CCNCC1 (1-(6-bromonaphth-2-ylsulphonyl) piperazine), Cl.CN(CCCN=C=NCC)C (1-(3-dimethylaminopropyl)-3-ethylcarbodiimide hydrochloride). Run in CN(C)C=O (DMF). Product: BrC=1C=C2C=CC(=CC2=CC1)S(=O)(=O)N1CCN(CC1)C(C1=CC=C(C=C1)C1=CC(=NC=C1)C)=O (1-(6-bromonaphth-2-ylsulphonyl)-4-[4-(2-methyl-4-pyridyl)benzoyl]piperazine). The yield is 68.0%. RXN SMILES: [CH3:1][C:2]1[CH:7]=[C:6]([C:8]2[CH:16]=[CH:15][C:11]([C:12]([OH:14])=O)=[CH:10][CH:9]=2)[CH:5]=[CH:4][N:3]=1.[Br:17][C:18]1[CH:19]=[C:20]2[C:25](=[CH:26][CH:27]=1)[CH:24]=[C:23]([S:28]([N:31]1[CH2:36][CH2:35][NH:34][CH2:33][CH2:32]1)(=[O:30])=[O:29])[CH:22]=[CH:21]2.Cl.CN(C)CCCN=C=NCC>CN(C=O)C>[Br:17][C:18]1[CH:19]=[C:20]2[C:25](=[CH:26][CH:27]=1)[CH:24]=[C:23]([S:28]([N:31]1[CH2:32][CH2:33][N:34]([C:12](=[O:14])[C:11]3[CH:10]=[CH:9][C:8]([C:6]4[CH:5]=[CH:4][N:3]=[C:2]([CH3:1])[CH:7]=4)=[CH:16][CH:15]=3)[CH2:35][CH2:36]1)(=[O:29])=[O:30])[CH:22]=[CH:21]2 |f:2.3|. Procedure: 4-(2-Methyl-4-pyridyl)benzoic acid (62 mg), 1-(6-bromonaphth-2-ylsulphonyl) piperazine (94 mg) and 1-(3-dimethylaminopropyl)-3-ethylcarbodiimide hydrochloride (61 mg) were dissolved in DMF (2.5 ml) and the resultant solution stirred at ambient temperature for 16 hours. Excess DMF was removed in vacuo, water (10 ml) was added and the precipitate that formed was filtered, washed thoroughly with cold water and dried over P2O5. The solid thus obtained was purified by flash chromatography at 3 psi on... The reactants are C(C)(=O)[O-].[Na+] (sodium acetate), C(C)(C)(C)C1=CC=C(OC2=CC=C(C=O)C=C2)C=C1 (4-[4-(t-butyl)phenoxy]benzaldehyde), C(=O)(O)CCN1C(SCC1=O)=S (N-(2-carboxyethyl)rhodanine). Run in C(C)(=O)O (acetic acid). The product is C(C)(C)(C)C1=CC=C(OC=2C=C(C=CC2)C=C2C(N(C(S2)=S)CCC(=O)O)=O)C=C1 (5-[[3-[4-(t-butyl)phenoxy]phenyl]methylene]-3-(2-carboxyethyl)-2-thioxo-4-thiazolidinone). Reaction SMILES: [C:1]([C:5]1[CH:19]=[CH:18][C:8]([O:9][C:10]2[CH:17]=[CH:16][C:13](C=O)=[CH:12][CH:11]=2)=[CH:7][CH:6]=1)([CH3:4])([CH3:3])[CH3:2].[C:20]([O-])(=O)C.[Na+].[C:25]([CH2:28][CH2:29][N:30]1[C:34](=[O:35])[CH2:33][S:32][C:31]1=[S:36])([OH:27])=[O:26]>C(O)(=O)C>[C:1]([C:5]1[CH:6]=[CH:7][C:8]([O:9][C:10]2[CH:17]=[C:16]([CH:20]=[C:33]3[S:32][C:31](=[S:36])[N:30]([CH2:29][CH2:28][C:25]([OH:27])=[O:26])[C:34]3=[O:35])[CH:13]=[CH:12][CH:11]=2)=[CH:18][CH:19]=1)([CH3:2])([CH3:4])[CH3:3] |f:1.2|. Procedure details: Under nitrogen atmosphere in a round bottom flask 4-[4-(t-butyl)phenoxy]benzaldehyde (2.0 g, 7.8 mmol) was dissolved in 40 ml of acetic acid with stirring. To this solution was added sodium acetate (2.56 g, 31.2 mmol) followed by the addition of N-(2-carboxyethyl)rhodanine (1.79 g, 8.7 mmol). The reaction mixture was heated to reflux. The progress of the reaction was monitored by thin layer chromatography. The reaction was allowed to reflux overnight.